From a dataset of the Open Reaction Database (ORD), a public repository of structured organic reaction records. describe an organic reaction: reactants, conditions, products, and yield Starting materials: ClC=1N=NC(=C(C1C)C)CC1=CC=NC=C1 (3-chloro-4,5-dimethyl-6-(pyridin-4-yl)methylpyridazine), ClC1=CC=C(N)C=C1 (para-chloroaniline). Yields the product ClC1=CC=C(NC=2N=NC(=C(C2C)C)CC2=CC=NC=C2)C=C1 (3-(4-chloroanilino)-4,5-dimethyl-6-(pyridin-4-yl)methylpyridazine). As a reaction SMILES: Cl[C:2]1[N:3]=[N:4][C:5]([CH2:10][C:11]2[CH:16]=[CH:15][N:14]=[CH:13][CH:12]=2)=[C:6]([CH3:9])[C:7]=1[CH3:8].[Cl:17][C:18]1[CH:24]=[CH:23][C:21]([NH2:22])=[CH:20][CH:19]=1>>[Cl:17][C:18]1[CH:24]=[CH:23][C:21]([NH:22][C:2]2[N:3]=[N:4][C:5]([CH2:10][C:11]3[CH:16]=[CH:15][N:14]=[CH:13][CH:12]=3)=[C:6]([CH3:9])[C:7]=2[CH3:8])=[CH:20][CH:19]=1. Procedure: A solution of 0.070 g 3-chloro-4,5-dimethyl-6-(pyridin-4-yl)methylpyridazine and 0.153 g para-chloroaniline is heated in a sealed tube for 20 h to 130° C. After cooling to RT, the solution is concentrated by evaporation, the residue diluted with 100 ml CH2Cl2 and then extracted with 100 ml sat. aqueous NaHCO3 solution. The organic phase is dried over MgSO4, concentrated by evaporation, and the residue purified by flash chromatography (FC) on silica gel in Ch2Cl2/methanol 19/1. The title compound... Starting materials: NC=1C=C(C(=O)O)C=C(C1)B(O)O (3-Amino-5-(dihydroxyboranyl)benzoic acid), ClC1=NC=CC(=N1)C(F)(F)F (2-chloro-4-(trifluoromethyl)pyrimidine), CS(=O)(=O)O (Methanesulfonic acid). Run in O1CCOCC1 (dioxane). Reaction conditions: temperature 110 celsius. Product: OB(C=1C=C(C(=O)O)C=C(C1)NC1=NC=CC(=N1)C(F)(F)F)O (3-(dihydroxyboranyl)-5-{[4-(trifluoromethyl)pyrimidin-2-yl]amino}benzoic acid). As a reaction SMILES: [NH2:1][C:2]1[CH:3]=[C:4]([CH:8]=[C:9]([B:11]([OH:13])[OH:12])[CH:10]=1)[C:5]([OH:7])=[O:6].Cl[C:15]1[N:20]=[C:19]([C:21]([F:24])([F:23])[F:22])[CH:18]=[CH:17][N:16]=1.CS(O)(=O)=O>O1CCOCC1>[OH:12][B:11]([OH:13])[C:9]1[CH:8]=[C:4]([CH:3]=[C:2]([NH:1][C:15]2[N:20]=[C:19]([C:21]([F:24])([F:23])[F:22])[CH:18]=[CH:17][N:16]=2)[CH:10]=1)[C:5]([OH:7])=[O:6]. Procedure: 3-Amino-5-(dihydroxyboranyl)benzoic acid (205 mg, 1.13 mmol) was added to a solution of 2-chloro-4-(trifluoromethyl)pyrimidine (203 mg, 1.11 mmol) in dioxane (3.00 mL). Methanesulfonic acid (70.0 μL, 1.08 mmol) was added to the reaction mixture and heated to reflux at 110° C. overnight. The reaction mixture was cooled to room temperature and the crude mixture was directly purified by reverse HPLC to afford 3-(dihydroxyboranyl)-5-{[4-(trifluoromethyl)pyrimidin-2-yl]amino}benzoic acid. MS APCI C12...